Dataset: the Open Reaction Database (ORD), a public repository of structured organic reaction records. Task: describe an organic reaction: reactants, conditions, products, and yield Reactants: O=C(Cl)c1ccc(F)c(F)c1F, CN1CCC(C(=O)c2cccc(N)c2)CC1. The product is CN1CCC(C(=O)c2cccc(NC(=O)c3ccc(F)c(F)c3F)c2)CC1. RXN SMILES: [F:17][c:18]1[c:19]([C:20](=[O:21])[Cl:22])[cH:23][cH:24][c:25]([F:28])[c:26]1[F:27].[NH2:1][c:2]1[cH:3][c:4]([C:5](=[O:6])[CH:7]2[CH2:8][CH2:9][N:10]([CH3:13])[CH2:11][CH2:12]2)[cH:14][cH:15][cH:16]1>>[NH:1]([c:2]1[cH:3][c:4]([C:5](=[O:6])[CH:7]2[CH2:8][CH2:9][N:10]([CH3:13])[CH2:11][CH2:12]2)[cH:14][cH:15][cH:16]1)[C:20]([c:19]1[c:18]([F:17])[c:26]([F:27])[c:25]([F:28])[cH:24][cH:23]1)=[O:21].